Dataset: the Open Reaction Database (ORD), a public repository of structured organic reaction records. Task: describe an organic reaction: reactants, conditions, products, and yield The reactants are CS(C)=O, CC1CCC(C(C)C)C(OC(=O)C=Cc2ccc(F)c(F)c2)C1, [I-], [Na+], [Na+], [OH-], O. Product: CC1CCC(C(C)C)C(OC(=O)C2CC2c2ccc(F)c(F)c2)C1. RXN SMILES: [CH3:29][S:30](=[O:31])[CH3:32].[F:1][c:2]1[cH:3][c:4]([CH:9]=[CH:10][C:11](=[O:12])[O:13][CH:14]2[CH:15]([CH:21]([CH3:22])[CH3:23])[CH2:16][CH2:17][CH:18]([CH3:20])[CH2:19]2)[cH:5][cH:6][c:7]1[F:8].[I-:25].[Na+:24].[Na+:28].[OH-:27].[OH2:26]>>[F:1][c:2]1[cH:3][c:4]([CH:9]2[CH:10]([C:11](=[O:12])[O:13][CH:14]3[CH:15]([CH:21]([CH3:22])[CH3:23])[CH2:16][CH2:17][CH:18]([CH3:20])[CH2:19]3)[CH2:29]2)[cH:5][cH:6][c:7]1[F:8].